Dataset: the Open Reaction Database (ORD), a public repository of structured organic reaction records. Task: describe an organic reaction: reactants, conditions, products, and yield The reactants are N1C(=NC2=C1C=CC=C2)C(=O)C2CCN(CC2)C(=O)OC(C)(C)C ([1H-benzimidazol-2-yl][1-(t-butyloxycarbonyl)-4-piperidinyl]methanone), C(C)OCCBr (2-bromoethyl ethyl ether), C([O-])([O-])=O.[K+].[K+] (potassium carbonate), CN(C=O)C (dimethylformamide). Run in O (water). Reaction conditions: temperature 90 celsius. The product is CCOCCN1C(=NC2=C1C=CC=C2)C(=O)C2CCN(CC2)C(=O)OC(C)(C)C (1-[[(2-Ethoxy)ethyl]-1H-benzimidazol-2-yl][1-(t-butyloxycarbonyl)-4-piperidinyl)methanone). Reaction SMILES: [NH:1]1[C:5]2[CH:6]=[CH:7][CH:8]=[CH:9][C:4]=2[N:3]=[C:2]1[C:10]([CH:12]1[CH2:17][CH2:16][N:15]([C:18]([O:20][C:21]([CH3:24])([CH3:23])[CH3:22])=[O:19])[CH2:14][CH2:13]1)=[O:11].[CH2:25]([O:27][CH2:28][CH2:29]Br)[CH3:26].C(=O)([O-])[O-].[K+].[K+].CN(C)C=O>O>[CH3:26][CH2:25][O:27][CH2:28][CH2:29][N:1]1[C:5]2[CH:6]=[CH:7][CH:8]=[CH:9][C:4]=2[N:3]=[C:2]1[C:10]([CH:12]1[CH2:13][CH2:14][N:15]([C:18]([O:20][C:21]([CH3:24])([CH3:23])[CH3:22])=[O:19])[CH2:16][CH2:17]1)=[O:11] |f:2.3.4|. Procedure: Mix [1H-benzimidazol-2-yl][1-(t-butyloxycarbonyl)-4-piperidinyl]methanone (4.25 g, 12.91 mmol), 2-bromoethyl ethyl ether (2.34 g, 15.3 mmol), potassium carbonate (5.29 g, 38.25 mmol) and dimethylformamide (100 mL). Stir and heat and at 90° C. overnight. Allow to cool to room temperature, dilute with water and extract with ethyl acetate (2×). Wash the combined organic phases with water (3×), then brine and dry (MgSO4). Evaporate the solvent in vacuo and purify by chromatography to give the title ... The reactants are N1CC(CCC1)CNC(OC(C)(C)C)=O (tert-butyl piperidin-3-ylmethylcarbamate), C(C1=CC=C(C=C1)OC)(=O)C(C(C(=O)O)(O)C(C1=CC=C(C=C1)OC)=O)(O)C(=O)O ((+)-dianisoyltartaric acid). Run in CCO (EtOH). Yields the product N1C[C@@H](CCC1)CNC(OC(C)(C)C)=O ((R)-tert-butyl piperidin-3-ylmethylcarbamate). The yield is 25.3%. As a reaction SMILES: [NH:1]1[CH2:6][CH2:5][CH2:4][CH:3]([CH2:7][NH:8][C:9](=[O:15])[O:10][C:11]([CH3:14])([CH3:13])[CH3:12])[CH2:2]1.C(C(C(O)=O)(O)C(C(=O)C1C=CC(OC)=CC=1)(O)C(O)=O)(=O)C1C=CC(OC)=CC=1>CCO>[NH:1]1[CH2:6][CH2:5][CH2:4][C@@H:3]([CH2:7][NH:8][C:9](=[O:15])[O:10][C:11]([CH3:13])([CH3:12])[CH3:14])[CH2:2]1. Procedure details: To a solution of tert-butyl piperidin-3-ylmethylcarbamate (162 g, 0.758 mol) in EtOH was added (+)-dianisoyltartaric acid (316 g, 0.756 mol). The suspension was heated until clear and allowed to cool to room temperature overnight. The precipitated salt was recrystallized three times from EtOH. The salt was washed with EtOH (2×200 mL) and air-dried. Residual solvent was removed in vacuo. The salt was taken up in tert-butyl methyl ether and 10% aq. NaOH. The organic layer was separated, and the aq... Starting materials: C(C=C)OC1=C(C=C(C(=C1)Cl)CC1=CC=C(C=C1)OCC)[C@@H]1O[C@@H]([C@H]([C@@H]([C@H]1O)O)O)CO ((2S,3R,4R,5S,6R)-2-(2-(Allyloxy)-4-chloro-5-(4-ethoxybenzyl)phenyl)-6-(hydroxymethyl)tetrahydro-2H-pyran-3,4,5-triol), [H-].[Na+] (sodium hydride), C(C1=CC=CC=C1)Br (benzyl bromide). The solvent is CN(C=O)C (N,N-dimethylformamide). Run at time 30 minute. Yields the product C(C=C)OC1=C(C=C(C(=C1)Cl)CC1=CC=C(C=C1)OCC)[C@@H]1O[C@@H]([C@H]([C@@H]([C@H]1OCC1=CC=CC=C1)OCC1=CC=CC=C1)OCC1=CC=CC=C1)COCC1=CC=CC=C1 ((2S,3S,4R,5R,6R)-2-(2-(Allyloxy)-4-chloro-5-(4-ethoxybenzyl)phenyl)-3,4,5-tris(benzyloxy)-6-(benzyloxymethyl)tetrahydro-2H-pyran). Isolated yield 200.0%. RXN SMILES: [CH2:1]([O:4][C:5]1[CH:10]=[C:9]([Cl:11])[C:8]([CH2:12][C:13]2[CH:18]=[CH:17][C:16]([O:19][CH2:20][CH3:21])=[CH:15][CH:14]=2)=[CH:7][C:6]=1[C@H:22]1[C@H:27]([OH:28])[C@@H:26]([OH:29])[C@H:25]([OH:30])[C@@H:24]([CH2:31][OH:32])[O:23]1)[CH:2]=[CH2:3].[H-].[Na+].[CH2:35](Br)[C:36]1[CH:41]=[CH:40][CH:39]=[CH:38][CH:37]=1>CN(C)C=O>[CH2:1]([O:4][C:5]1[CH:10]=[C:9]([Cl:11])[C:8]([CH2:12][C:13]2[CH:18]=[CH:17][C:16]([O:19][CH2:20][CH3:21])=[CH:15][CH:14]=2)=[CH:7][C:6]=1[C@H:22]1[C@H:27]([O:28][CH2:35][C:36]2[CH:41]=[CH:40][CH:39]=[CH:38][CH:37]=2)[C@@H:26]([O:29][CH2:35][C:36]2[CH:41]=[CH:40][CH:39]=[CH:38][CH:37]=2)[C@H:25]([O:30][CH2:12][C:13]2[CH:18]=[CH:17][CH:16]=[CH:15][CH:14]=2)[C@@H:24]([CH2:31][O:32][CH2:22][C:6]2[CH:7]=[CH:8][CH:9]=[CH:10][CH:5]=2)[O:23]1)[CH:2]=[CH2:3] |f:1.2|. Reported procedure: To a solution of tetraol (13, 8.4 g, 18 mmol) from Step 2 in N,N-dimethylformamide (100 mL) at 0° C. under an atmosphere of nitrogen was added sodium hydride (60% dispersion in mineral oil, 10.1 g, 252 mmol), and the mixture was stirred for 30 min at the same temperature. Then benzyl bromide (19.5 mL, 162 mmol) was added dropwise, and the mixture was stirred with gradual warming to ambient temperature over 5 h. After re-cooling to 0° C., the reaction mixture was quenched by addition of water (10... Starting materials: [Cl-].[Cl-].[Cl-].[Cl-].[Hf+4] (hafnium tetrachloride), C1(=CC=CC=C1)C (toluene), (benzyl)nMgX2-n, C1(=CC=CC=C1)C[Mg]Br (C6H5CH2MgBr), halogenated hydrocarbon, C(Cl)Cl (methylene chloride). The solvent is CCOCC (ether). Reaction conditions: temperature -15 celsius. Yields the product C(C1=CC=CC=C1)[Hf](CC1=CC=CC=C1)(CC1=CC=CC=C1)CC1=CC=CC=C1 (tetrabenzyl hafnium). The yield is 62.0%. RXN SMILES: [Cl-].[Cl-].[Cl-].[Cl-].[Hf+4:5].C(Cl)Cl.[C:9]1([CH3:15])[CH:14]=[CH:13][CH:12]=[CH:11][CH:10]=1.[C:16]1([CH2:22][Mg]Br)[CH:21]=[CH:20][CH:19]=[CH:18][CH:17]=1>CCOCC>[CH2:15]([Hf:5]([CH2:15][C:9]1[CH:14]=[CH:13][CH:12]=[CH:11][CH:10]=1)([CH2:15][C:9]1[CH:14]=[CH:13][CH:12]=[CH:11][CH:10]=1)[CH2:22][C:16]1[CH:21]=[CH:20][CH:19]=[CH:18][CH:17]=1)[C:9]1[CH:14]=[CH:13][CH:12]=[CH:11][CH:10]=1 |f:0.1.2.3.4|. Procedure details: In yet another particular embodiment, the metal salt hafnium tetrachloride is slurried in a halogenated hydrocarbon such as methylene chloride or an aromatic diluent such as toluene. The adduct mixture can then be chilled to from 0 to −30° C. Four equivalents of the (benzyl)nMgX2-n compound such as C6H5CH2MgBr in ether are then added to the mixture. The resulting slurry can then be stirred for 30 min to several hours at this temperature. The solids can then be collected by filtration, and the fi... Starting materials: COC(=O)CCC(C)=CCc1c(OC)c(C)c2c(c1OCC[Si](C)(C)C)C(=O)OC2, CO, Cl, [Na+], [OH-], O. Product: COc1c(C)c2c(c(OCC[Si](C)(C)C)c1CC=C(C)CCC(=O)O)C(=O)OC2. RXN SMILES: [CH3:1][O:2][C:3]([CH2:4][CH2:5][C:6](=[CH:7][CH2:8][c:9]1[c:10]([O:22][CH2:23][CH2:24][Si:25]([CH3:26])([CH3:27])[CH3:28])[c:11]2[c:15]([c:16]([CH3:20])[c:17]1[O:18][CH3:19])[CH2:14][O:13][C:12]2=[O:21])[CH3:29])=[O:30].[CH3:34][OH:35].[ClH:33].[Na+:32].[OH-:31].[OH2:36]>>[O:2]=[C:3]([CH2:4][CH2:5][C:6](=[CH:7][CH2:8][c:9]1[c:10]([O:22][CH2:23][CH2:24][Si:25]([CH3:26])([CH3:27])[CH3:28])[c:11]2[c:15]([c:16]([CH3:20])[c:17]1[O:18][CH3:19])[CH2:14][O:13][C:12]2=[O:21])[CH3:29])[OH:30]. Reactants: CN1C(=O)c2ccccc2S1(=O)=O, CS(C)=O, C[O-], CO, COC(=O)CCl, [Na+]. Product: COC(=O)C1=C(O)c2ccccc2S(=O)(=O)N1C. As a reaction SMILES: [CH3:1][N:2]1[S:3](=[O:4])(=[O:5])[c:6]2[cH:7][cH:8][cH:9][cH:10][c:11]2[C:12]1=[O:13].[CH3:20][S:21]([CH3:22])=[O:23].[CH3:24][O-:25].[CH3:27][OH:28].[Cl:14][CH2:15][C:16](=[O:17])[O:18][CH3:19].[Na+:26]>>[CH3:1][N:2]1[S:3](=[O:4])(=[O:5])[c:6]2[cH:7][cH:8][cH:9][cH:10][c:11]2[C:12]([OH:13])=[C:15]1[C:16](=[O:17])[O:18][CH3:19]. Starting materials: [O-][Br+2]([O-])O, O=C([O-])[O-], CC(=O)O, COc1ccc(-c2nc(C)sc2C(C)C)cc1, ClCCl, [K+], [K+]. The product is Cc1nc(-c2ccc(O)cc2)c(C(C)C)s1. RXN SMILES: [Br+2:22]([OH:23])([O-:24])[O-:25].[C:26](=[O:27])([O-:28])[O-:29].[CH3:18][C:19](=[O:20])[OH:21].[CH:1]([CH3:2])([CH3:3])[c:4]1[c:5](-[c:10]2[cH:11][cH:12][c:13]([O:16][CH3:17])[cH:14][cH:15]2)[n:6][c:7]([CH3:9])[s:8]1.[Cl:32][CH2:33][Cl:34].[K+:30].[K+:31]>>[CH:1]([CH3:2])([CH3:3])[c:4]1[c:5](-[c:10]2[cH:11][cH:12][c:13]([OH:16])[cH:14][cH:15]2)[n:6][c:7]([CH3:9])[s:8]1.